This data is from the Open Reaction Database (ORD), a public repository of structured organic reaction records. The task is: describe an organic reaction: reactants, conditions, products, and yield The reactants are ClC1=CC(=C(C=C1)C(CC(=O)C1=CN(C(C=C1)=O)C)C1=CC=C(C=C1)NS(=O)(=O)C1CC1)C (cyclopropanesulfonic acid {4-[1-(4-chloro-2-methyl-phenyl)-3-(1-methyl-6-oxo-1,6-dihydro-pyridin-3-yl)-3-oxo-propyl]-phenyl}-amide), Cl.NO (hydroxylamine hydrochloride), C(O)([O-])=O.[Na+] (sodium hydrogencarbonate). The product is ClC1=CC(=C(C=C1)C(C\C(\C1=CN(C(C=C1)=O)C)=N/O)C1=CC=C(C=C1)NS(=O)(=O)C1CC1)C (Cyclopropanesulfonic acid {4-[1-(4-chloro-2-methyl-phenyl)-3-[(E)-hydroxyimino]-3-[1-methyl-6-oxo-1,6-dihydro-pyridin-3-yl)-propyl]-phenyl}-amide). Reaction SMILES: [Cl:1][C:2]1[CH:7]=[CH:6][C:5]([CH:8]([C:20]2[CH:25]=[CH:24][C:23]([NH:26][S:27]([CH:30]3[CH2:32][CH2:31]3)(=[O:29])=[O:28])=[CH:22][CH:21]=2)[CH2:9][C:10]([C:12]2[CH:17]=[CH:16][C:15](=[O:18])[N:14]([CH3:19])[CH:13]=2)=O)=[C:4]([CH3:33])[CH:3]=1.Cl.[NH2:35][OH:36].C(=O)([O-])O.[Na+]>>[Cl:1][C:2]1[CH:7]=[CH:6][C:5]([CH:8]([C:20]2[CH:21]=[CH:22][C:23]([NH:26][S:27]([CH:30]3[CH2:31][CH2:32]3)(=[O:29])=[O:28])=[CH:24][CH:25]=2)[CH2:9]/[C:10](=[N:35]\[OH:36])/[C:12]2[CH:17]=[CH:16][C:15](=[O:18])[N:14]([CH3:19])[CH:13]=2)=[C:4]([CH3:33])[CH:3]=1 |f:1.2,3.4|. Procedure: In analogy to example 151, step 3, cyclopropanesulfonic acid {4-[1-(4-chloro-2-methyl-phenyl)-3-(1-methyl-6-oxo-1,6-dihydro-pyridin-3-yl)-3-oxo-propyl]-phenyl}-amide was reacted with hydroxylamine hydrochloride in the presence of sodium hydrogencarbonate to give the title compound containing 7% of the corresponding Z isomer as a colourless solid, MS (ESI+): m/z=500.3 [M+H]+. Starting materials: N1=C(C=CC=C1)C(C#N)CC (2-pyridyl butyronitrile), O1CCCC1 (tetrahydrofuran), C1(=CCCCC1)C#N (1-cyclohexene carbonitrile), O1CCCC1 (tetrahydrofuran). Reaction conditions: temperature 20 celsius. Product: C(#N)C1C(CCCC1)C(C#N)(CCN(C(C)C)C(C)C)C1=NC=CC=C1 (2-(2-cyano cyclohexyl) 4-diisopropylamino 2-(2-pyridyl) butyronitrile). Reaction SMILES: [N:1]1[CH:6]=[CH:5][CH:4]=[CH:3][C:2]=1[CH:7]([CH2:10][CH3:11])[C:8]#[N:9].[C:12]1([C:18]#[N:19])[CH2:17][CH2:16][CH2:15][CH2:14][CH:13]=1.O1[CH2:24][CH2:23][CH2:22]C1>>[C:18]([CH:12]1[CH2:17][CH2:16][CH2:15][CH2:14][CH:13]1[C:7]([C:2]1[CH:3]=[CH:4][CH:5]=[CH:6][N:1]=1)([CH2:10][CH2:11][N:1]([CH:2]([CH3:7])[CH3:3])[CH:23]([CH3:24])[CH3:22])[C:8]#[N:9])#[N:19]. Procedure: To the solution of 36.75 g of 4-diisopropylamino 2-(2-pyridyl butyronitrile (Example 1a) in 300 ml of tetrahydrofuran are added at ambient temperature 71.7 g of Triton B then 15.9 g of 1-cyclohexene carbonitrile dissolved in 100 ml of tetrahydrofuran. The mixture is left for one night with stirring at ambient temperature (about 20° C.), then the solvent is evaporated to dryness. The residue is taken up in water and extracted 3 times with ether. The solvent is evaporated and the residue is chroma... Reactants: ClC1=C2C(=NC=C1)N(C=C2)C2=CC=CC=C2 (4-Chloro-1-phenyl-1H-pyrrolo[2,3-b]pyridine), C(CC)[Mg]Cl (propylmagnesium chloride). Yields the product C1(=CC=CC=C1)N1C=CC=2C1=NC=CC2CCC (1-Phenyl-4-propyl-1H-pyrrolo[2,3-b]pyridine). RXN SMILES: Cl[C:2]1[CH:7]=[CH:6][N:5]=[C:4]2[N:8]([C:11]3[CH:16]=[CH:15][CH:14]=[CH:13][CH:12]=3)[CH:9]=[CH:10][C:3]=12.[CH2:17]([Mg]Cl)[CH2:18][CH3:19]>>[C:11]1([N:8]2[C:4]3=[N:5][CH:6]=[CH:7][C:2]([CH2:17][CH2:18][CH3:19])=[C:3]3[CH:10]=[CH:9]2)[CH:16]=[CH:15][CH:14]=[CH:13][CH:12]=1. Procedure details: The title compound was prepared from the compound of step 1 (4.69 g, 20.5 mmol) and propylmagnesium chloride analogously as described in example 42, step 1. Yield: 3.57 g. Starting materials: OC1=C(C=CC=C1)C1=NN(C(=N1)C1=C(C=CC=C1)O)CC(=O)OCC (Ethyl [3,5bis(2-hydroxyphenyl)-[1,2,4]triazol-1-yl]acetate). Run in C(O)CN (ethanolamine). Conditions: time 2 hour. The product is OC1=C(C=CC=C1)C1=NN(C(=N1)C1=C(C=CC=C1)O)CC(=O)NCCO (2-[3,5bis(2-hydroxyphenyl)-[1,2,4]triazol-1-yl]-N-(2-hydroxyethyl)acetamide). RXN SMILES: [OH:1][C:2]1[CH:7]=[CH:6][CH:5]=[CH:4][C:3]=1[C:8]1[N:12]=[C:11]([C:13]2[CH:18]=[CH:17][CH:16]=[CH:15][C:14]=2[OH:19])[N:10]([CH2:20][C:21](OCC)=[O:22])[N:9]=1>C(CN)O>[OH:1][C:2]1[CH:7]=[CH:6][CH:5]=[CH:4][C:3]=1[C:8]1[N:12]=[C:11]([C:13]2[CH:18]=[CH:17][CH:16]=[CH:15][C:14]=2[OH:19])[N:10]([CH2:20][C:21]([NH:10][CH2:20][CH2:21][OH:22])=[O:22])[N:9]=1. Procedure: 2.0 g of ethyl 13,5-bis(2-hydroxyphenyl)-[1,2,4]triazol-1-yl]acetate (Example 2) are dissolved in 10 ml of ethanolamine and stirred at room temperature for 2 h. The mixture is concentrated to dryness in vacuo and the residue is crystallized from isopropanol. After drying, 2-[3,5-bis(2-hydroxyphenyl)-[1,2,4]triazol-1-yl]-N-(2-hydroxyethyl)acetamide remains as colorless crystals of m.p. 208-211° C. The product is CCOC(=O)CCNCCCC(c1ccc(F)cc1)c1ccc(F)cc1. Reactants: O=C([O-])[O-], CCOC(=O)CCBr, CCC(C)=O, NCCCC(c1ccc(F)cc1)c1ccc(F)cc1, [K+], [K+]. As a reaction SMILES: [C:28](=[O:29])([O-:30])[O-:31].[CH2:20]([CH3:21])[O:22][C:23]([CH2:24][CH2:25][Br:26])=[O:27].[CH3:34][C:35](=[O:36])[CH2:37][CH3:38].[F:1][c:2]1[cH:3][cH:4][c:5]([CH:8]([CH2:9][CH2:10][CH2:11][NH2:12])[c:13]2[cH:14][cH:15][c:16]([F:19])[cH:17][cH:18]2)[cH:6][cH:7]1.[K+:32].[K+:33]>>[F:1][c:2]1[cH:3][cH:4][c:5]([CH:8]([CH2:9][CH2:10][CH2:11][NH:12][CH2:25][CH2:24][C:23]([O:22][CH2:20][CH3:21])=[O:27])[c:13]2[cH:14][cH:15][c:16]([F:19])[cH:17][cH:18]2)[cH:6][cH:7]1. The reactants are CC(C)(C)OC(=O)N1CCCC1COc1ccc(Cc2ccc(I)cc2)cc1, Cl, C1COCCO1. Product: Cl, Ic1ccc(Cc2ccc(OCC3CCCN3)cc2)cc1. RXN SMILES: [C:1]([O:2][C:3](=[O:4])[N:8]1[CH:9]([CH2:13][O:14][c:15]2[cH:16][cH:17][c:18]([CH2:21][c:22]3[cH:23][cH:24][c:25]([I:28])[cH:26][cH:27]3)[cH:19][cH:20]2)[CH2:10][CH2:11][CH2:12]1)([CH3:5])([CH3:6])[CH3:7].[ClH:29].[O:30]1[CH2:31][CH2:32][O:33][CH2:34][CH2:35]1>>[ClH:29].[NH:8]1[CH:9]([CH2:13][O:14][c:15]2[cH:16][cH:17][c:18]([CH2:21][c:22]3[cH:23][cH:24][c:25]([I:28])[cH:26][cH:27]3)[cH:19][cH:20]2)[CH2:10][CH2:11][CH2:12]1. Reactants: BrC1=CC(=C(C=C1F)[N+](=O)[O-])F (4-bromo-2,5-difluoro-1-nitrobenzene), Cl.Cl.O1CCC(CC1)N1CCC(CC1)N (1-(Tetrahydro-2H-pyran-4-yl)-4-piperidinamine dihydrochloride), C(C)(C)N(CC)C(C)C (di-iso-propylethylamine). Run in CN(C=O)C (dimethylformamide). Conditions: temperature 200 celsius. Yields the product BrC=1C(=CC(=C(C1)NC1CCN(CC1)C1CCOCC1)[N+](=O)[O-])F (N-(5-Bromo-4-fluoro-2-nitrophenyl)-1-(tetrahydro-2H-pyran-4-yl)-4-piperidinamine). Isolated yield 107.7%. Reaction SMILES: [Br:1][C:2]1[C:7]([F:8])=[CH:6][C:5]([N+:9]([O-:11])=[O:10])=[C:4](F)[CH:3]=1.Cl.Cl.[O:15]1[CH2:20][CH2:19][CH:18]([N:21]2[CH2:26][CH2:25][CH:24]([NH2:27])[CH2:23][CH2:22]2)[CH2:17][CH2:16]1.C(N(C(C)C)CC)(C)C>CN(C)C=O>[Br:1][C:2]1[C:7]([F:8])=[CH:6][C:5]([N+:9]([O-:11])=[O:10])=[C:4]([NH:27][CH:24]2[CH2:23][CH2:22][N:21]([CH:18]3[CH2:19][CH2:20][O:15][CH2:16][CH2:17]3)[CH2:26][CH2:25]2)[CH:3]=1 |f:1.2.3|. Procedure details: A mixture of 4-bromo-2,5-difluoro-1-nitrobenzene (1 g, 4.2 mmol), 1-(tetrahydro-2H-pyran-4yl)piperidin-4-amine dihydrochloride salt (D40, 1.08 g, 4.2 mmol), and di-iso-propylethylamine (2.2 ml, 1.26 mmol) in dimethylformamide (10 ml) was heated in microwave reactor for 5 min at 200° C. The mixture was washed with water, then extracted with dichloromethane and the extract dried over MgSO4 and concentrated under vacuum. The crude material was purified on silica column (100 g of silica, ethyl aceta... Starting materials: O=C([O-])[O-], Cn1c(=O)c2[nH]cnc2n(C)c1=O, O=C(c1ccc(F)cc1)c1ccc(CBr)cc1, [K+], [K+], CN(C)C=O, O. Product: Cn1c(=O)c2c(ncn2Cc2ccc(C(=O)c3ccc(F)cc3)cc2)n(C)c1=O. As a reaction SMILES: [C:14](=[O:15])([O-:16])[O-:17].[CH3:1][n:2]1[c:3]2[n:4][cH:5][nH:6][c:7]2[c:8](=[O:9])[n:10]([CH3:11])[c:12]1=[O:13].[F:20][c:21]1[cH:22][cH:23][c:24]([C:25](=[O:26])[c:27]2[cH:28][cH:29][c:30]([CH2:31][Br:32])[cH:33][cH:34]2)[cH:35][cH:36]1.[K+:18].[K+:19].[O:37]=[CH:38][N:39]([CH3:40])[CH3:41].[OH2:42]>>[CH3:1][n:2]1[c:3]2[n:4][cH:5][n:6]([CH2:31][c:30]3[cH:29][cH:28][c:27]([C:25]([c:24]4[cH:23][cH:22][c:21]([F:20])[cH:36][cH:35]4)=[O:26])[cH:34][cH:33]3)[c:7]2[c:8](=[O:9])[n:10]([CH3:11])[c:12]1=[O:13].